From a dataset of the Open Reaction Database (ORD), a public repository of structured organic reaction records. describe an organic reaction: reactants, conditions, products, and yield The reactants are O=C=Nc1cccc(Cl)c1, CN1C(=O)C(N)N=C(c2ccccc2)c2ccccc21, C1CCOC1. Product: CN1C(=O)C(NC(=O)Nc2cccc(Cl)c2)N=C(c2ccccc2)c2ccccc21. RXN SMILES: [Cl:21][c:22]1[cH:23][c:24]([N:28]=[C:29]=[O:30])[cH:25][cH:26][cH:27]1.[NH2:1][CH:2]1[C:3](=[O:20])[N:4]([CH3:19])[c:5]2[c:6]([cH:15][cH:16][cH:17][cH:18]2)[C:7]([c:9]2[cH:10][cH:11][cH:12][cH:13][cH:14]2)=[N:8]1.[O:31]1[CH2:32][CH2:33][CH2:34][CH2:35]1>>[NH:1]([CH:2]1[C:3](=[O:20])[N:4]([CH3:19])[c:5]2[c:6]([cH:15][cH:16][cH:17][cH:18]2)[C:7]([c:9]2[cH:10][cH:11][cH:12][cH:13][cH:14]2)=[N:8]1)[C:29]([NH:28][c:24]1[cH:23][c:22]([Cl:21])[cH:27][cH:26][cH:25]1)=[O:30]. Reactants: O=C1CCC(C2=C1SC=C2)NC(=O)N (7-Keto-4,5,6,7-tetrahydrobenzo[b]-thien-4-ylurea), alcohol, [BH4-].[Na+] (sodium borohydride), C(C)(=O)O (acetic acid). Solvent: C(C)O (ethanol). Conditions: time 8 hour. The product is OC1CCC(C2=C1SC=C2)NC(=O)N (7-hydroxy-4,5,6,7-tetrahydrobenzo[b]thien-4-ylurea). The yield is 6.0%. RXN SMILES: [O:1]=[C:2]1[C:7]2[S:8][CH:9]=[CH:10][C:6]=2[CH:5]([NH:11][C:12]([NH2:14])=[O:13])[CH2:4][CH2:3]1.[BH4-].[Na+].C(O)(=O)C>C(O)C>[OH:1][CH:2]1[C:7]2[S:8][CH:9]=[CH:10][C:6]=2[CH:5]([NH:11][C:12]([NH2:14])=[O:13])[CH2:4][CH2:3]1 |f:1.2|. Procedure: 7-Keto-4,5,6,7-tetrahydrobenzo[b]-thien-4-ylurea (0.5 grams, 2.38 mm) is suspended in ethanol (50 ml.) and to the stirred solution is added solid sodium borohydride (0.5 grams, 13.2 mm). After stirring overnight the mixture is treated cautiously with 5% aqueous acetic acid (20 ml.). After stirring 15 minutes the solvent is removed, the residue dissolved in a small volume of methanol and percolated through a 11/2 ' × 13/4 silica gel dry column eluting with 20% methanolic methylene chloride. The r... Starting materials: NC1=CC=CC=C1 (aniline), C1(=CC=CC=C1)N=[N+]=[N-] (phenylazide), C1CCOC1 (THF), [RhCl(cod)]2, C1(=CC=CC=C1)P(CCP(C1=CC=CC=C1)C1=CC=CC=C1)C1=CC=CC=C1 (1,2-bis(diphenylphosphino)ethane), crude product. Run at temperature 120 celsius. Yields the product C=1C=CC(=CC1)NC(=O)NC=2C=CC=CC2 (Diphenylurea). RXN SMILES: [C:1]1([N:7]=[N+]=[N-])[CH:6]=[CH:5][CH:4]=[CH:3][CH:2]=1.C1(P(C2C=CC=CC=2)CCP(C2C=CC=CC=2)C2C=CC=CC=2)C=CC=CC=1.[NH2:38][C:39]1[CH:44]=[CH:43][CH:42]=[CH:41][CH:40]=1.C1C[O:48][CH2:47]C1>>[CH:4]1[CH:3]=[CH:2][C:1]([NH:7][C:47]([NH:38][C:39]2[CH:44]=[CH:43][CH:42]=[CH:41][CH:40]=2)=[O:48])=[CH:6][CH:5]=1. Procedure details: In a capped vial (1 mL) containing a solution of phenylazide (6.6 mg, 55 μmol) in dry THF (300 μL), was added [RhCl(cod)]2 (0.27 mg, 0.55 μmol), and 1,2-bis(diphenylphosphino)ethane (0.44 mg, 1.1 μmol) and was shaken until the solution was homogeneous. After addition of aniline (10 μL, 110 μmol), the resulting mixture was transferred to the micro-autoclave, which was pre-charged with [11C]CO. The autoclave (250 μL) was heated at 120° C. for 5 min under 35 MPa and the crude product was transferre...